This data is from the Open Reaction Database (ORD), a public repository of structured organic reaction records. The task is: describe an organic reaction: reactants, conditions, products, and yield Starting materials: [H-].[Na+] (NaH), BrCCCCCCBr (1,6-dibromohexane), COC=1C=C2C(=C(NC2=CC1)C1=CC=C(C=C1)OC)C (5-methoxy-2-(4-methoxy-phenyl)-3-methyl-indole). Solvent: CN(C=O)C (dimethylformamide), CN(C=O)C (dimethylformamide), CN(C=O)C (dimethylformamide). Run at temperature 0 celsius, time 30 minute. The product is BrCCCCCCN1C(=C(C2=CC(=CC=C12)OC)C)C1=CC=C(C=C1)OC (1-(6-bromohexyl)-5-methoxy-2-(4-methoxyphenyl)-3-methyl-indole). Isolated yield 84.0%. As a reaction SMILES: [H-].[Na+].[CH3:3][O:4][C:5]1[CH:6]=[C:7]2[C:11](=[CH:12][CH:13]=1)[NH:10][C:9]([C:14]1[CH:19]=[CH:18][C:17]([O:20][CH3:21])=[CH:16][CH:15]=1)=[C:8]2[CH3:22].[Br:23][CH2:24][CH2:25][CH2:26][CH2:27][CH2:28][CH2:29]Br>CN(C)C=O>[Br:23][CH2:24][CH2:25][CH2:26][CH2:27][CH2:28][CH2:29][N:10]1[C:11]2[C:7](=[CH:6][C:5]([O:4][CH3:3])=[CH:13][CH:12]=2)[C:8]([CH3:22])=[C:9]1[C:14]1[CH:19]=[CH:18][C:17]([O:20][CH3:21])=[CH:16][CH:15]=1 |f:0.1|. Procedure: 12.5 mmol (300 mg) of NaH are added to 40 ml of absolute dimethylformamide and cooled to 0° C. With vigorous stirring, 7.5 mmol of 5-methoxy-2-(4-methoxy-phenyl)-3-methyl-indole dissolved in 25 ml of absolute dimethylformamide are slowly added dropwise and stirred for 30 minutes at 0° C. This suspension is added dropwise with stirring and ice-cooling to a solution of 11.0 mmol of 1,6-dibromohexane in 25 ml of absolute dimethylformamide and stirred for 30 minutes at 0° C. Excess NaH is destroyed ... Starting materials: C(\C=C\C(=O)O)(=O)O (fumaric acid), FC1=CC2=C(C(=NS2)C2CCN(CC2)CCC(=O)OCC)C=C1 (ethyl 3-[4-(6-fluoro-1,2-benzisothiazol-3-yl)-1-piperidinyl]propionate), [NH4+].[Cl-] (NH4Cl), C[Mg]Br (methylmagnesium bromide), solution. The solvent is C1CCOC1 (THF), CCOC(=O)C (EtOAc), O (H2O), CCOC(=O)C (EtOAc), CCOCC (ether). Conditions: time 16 hour. Product: C(\C=C\C(=O)O)(=O)O.FC1=CC2=C(C(=NS2)C2CCN(CC2)CCC(C)(O)C)C=C1.FC1=CC2=C(C(=NS2)C2CCN(CC2)CCC(C)(C)O)C=C1 (4-[4-(6-Fluoro-1,2-benzisothiazol-3-yl)-1-piperidinyl]-2-methyl-2-hydroxybutane hemifumarate). Isolated yield 45.7%. Reaction SMILES: [F:1][C:2]1[CH:23]=[CH:22][C:5]2[C:6]([CH:9]3[CH2:14][CH2:13][N:12]([CH2:15][CH2:16]C(OCC)=O)[CH2:11][CH2:10]3)=[N:7][S:8][C:4]=2[CH:3]=1.[CH3:24][Mg]Br.[NH4+].[Cl-].[C:29]([OH:36])(=[O:35])/[CH:30]=[CH:31]/[C:32]([OH:34])=[O:33]>C1COCC1.CCOCC.O.CCOC(C)=O>[C:29]([OH:36])(=[O:35])/[CH:30]=[CH:31]/[C:32]([OH:34])=[O:33].[F:1][C:2]1[CH:23]=[CH:22][C:5]2[C:6]([CH:9]3[CH2:10][CH2:11][N:12]([CH2:15][CH2:16][C:32]([CH3:31])([OH:34])[CH3:24])[CH2:13][CH2:14]3)=[N:7][S:8][C:4]=2[CH:3]=1.[F:1][C:2]1[CH:23]=[CH:22][C:5]2[C:6]([CH:9]3[CH2:10][CH2:11][N:12]([CH2:15][CH2:16][C:32]([OH:34])([CH3:31])[CH3:24])[CH2:13][CH2:14]3)=[N:7][S:8][C:4]=2[CH:3]=1 |f:2.3,9.10.11|. Procedure: To a stirred solution, under N2, of ethyl 3-[4-(6-fluoro-1,2-benzisothiazol-3-yl)-1-piperidinyl]propionate (3.1 g, 9 mmol), in THF (100 ml) was added, dropwise, methylmagnesium bromide (9.0 ml, 27 mmol of a 3M solution in ether). The reaction was stirred at ambient temperature for 16 hours and then a saturated solution NH4Cl was added dropwise, with cooling. The reaction was further diluted with H2O, and after extractive workup of the aqueous mixture with EtOAc, 2.8 g of a waxy solid resulted. T... The reactants are N1N=C(C2=CC=CC=C12)C=1N=NN(C1)C1=CC=C(C=C1)CN (1-{4-[4-(1H-indazol-3-yl)-1H-1,2,3-triazol-1-yl]phenyl}methanamine), TEA, C(C)(=O)Cl (acetyl chloride). Solvent: C(Cl)Cl (DCM), CN(C)C=O (DMF). Reaction conditions: time 8 hour. Yields the product N1N=C(C2=CC=CC=C12)C=1N=NN(C1)C1=CC=C(CNC(C)=O)C=C1 (N-{4-[4-(1H-indazol-3-yl)-1H-1,2,3-triazol-1-yl]benzyl}acetamide). As a reaction SMILES: [NH:1]1[C:9]2[C:4](=[CH:5][CH:6]=[CH:7][CH:8]=2)[C:3]([C:10]2[N:11]=[N:12][N:13]([C:15]3[CH:20]=[CH:19][C:18]([CH2:21][NH2:22])=[CH:17][CH:16]=3)[CH:14]=2)=[N:2]1.[C:23](Cl)(=[O:25])[CH3:24]>CN(C=O)C.C(Cl)Cl>[NH:1]1[C:9]2[C:4](=[CH:5][CH:6]=[CH:7][CH:8]=2)[C:3]([C:10]2[N:11]=[N:12][N:13]([C:15]3[CH:20]=[CH:19][C:18]([CH2:21][NH:22][C:23](=[O:25])[CH3:24])=[CH:17][CH:16]=3)[CH:14]=2)=[N:2]1. Reported procedure: To a solution of 1-{4-[4-(1H-indazol-3-yl)-1H-1,2,3-triazol-1-yl]phenyl}methanamine (190 mg; 0.58 mmol; 1.0 eq.) and TEA (242 μl; 1.74 mmol; 3.0 eq.) in DMF (3.8 mL) was added acetyl chloride (46 μl; 0.70 mmol; 1.2 eq.) and the reaction mixture was stirred overnight at RT. Reaction mixture was diluted with DCM and washed with water and brine. The organic phase was dried over magnesium sulfate, filtered and concentrated. Purification by preparative HPLC afforded the title compound as a white soli... Starting materials: CNC1CN(C(=O)C2CCN(CC3CC3)CC2)CC1c1ccc(Cl)c(Cl)c1, O=C(O)Cc1ccc(F)c(F)c1. Yields the product CN(C(=O)Cc1ccc(F)c(F)c1)C1CN(C(=O)C2CCN(CC3CC3)CC2)CC1c1ccc(Cl)c(Cl)c1. As a reaction SMILES: [CH:1]1([CH2:4][N:5]2[CH2:6][CH2:7][CH:8]([C:11](=[O:12])[N:13]3[CH2:14][CH:15]([c:20]4[cH:21][c:22]([Cl:27])[c:23]([Cl:26])[cH:24][cH:25]4)[CH:16]([NH:18][CH3:19])[CH2:17]3)[CH2:9][CH2:10]2)[CH2:2][CH2:3]1.[F:28][c:29]1[cH:30][c:31]([CH2:36][C:37](=[O:38])[OH:39])[cH:32][cH:33][c:34]1[F:35]>>[CH:1]1([CH2:4][N:5]2[CH2:6][CH2:7][CH:8]([C:11](=[O:12])[N:13]3[CH2:14][CH:15]([c:20]4[cH:21][c:22]([Cl:27])[c:23]([Cl:26])[cH:24][cH:25]4)[CH:16]([N:18]([CH3:19])[C:37]([CH2:36][c:31]4[cH:30][c:29]([F:28])[c:34]([F:35])[cH:33][cH:32]4)=[O:39])[CH2:17]3)[CH2:9][CH2:10]2)[CH2:2][CH2:3]1.